This data is from the Open Reaction Database (ORD), a public repository of structured organic reaction records. The task is: describe an organic reaction: reactants, conditions, products, and yield Starting materials: Brc1cn[nH]c1, O=C([O-])[O-], CC(C)(C)OC(=O)NC(CCOS(C)(=O)=O)Cc1ccc(Cl)cc1, ClCCl, [Cs+], [Cs+], CN(C)C=O. The product is CC(C)(C)OC(=O)NC(CCn1cc(Br)cn1)Cc1ccc(Cl)cc1. As a reaction SMILES: [Br:1][c:2]1[cH:3][n:4][nH:5][cH:6]1.[C:7](=[O:8])([O-:9])[O-:10].[CH3:13][S:14]([O:15][CH2:18][CH2:19][CH:20]([CH2:21][c:22]1[cH:23][cH:24][c:25]([Cl:28])[cH:26][cH:27]1)[NH:29][C:30](=[O:31])[O:32][C:33]([CH3:34])([CH3:35])[CH3:36])(=[O:16])=[O:17].[Cl:42][CH2:43][Cl:44].[Cs+:11].[Cs+:12].[O:37]=[CH:38][N:39]([CH3:40])[CH3:41]>>[Br:1][c:2]1[cH:3][n:4][n:5]([CH2:18][CH2:19][CH:20]([CH2:21][c:22]2[cH:23][cH:24][c:25]([Cl:28])[cH:26][cH:27]2)[NH:29][C:30](=[O:31])[O:32][C:33]([CH3:34])([CH3:35])[CH3:36])[cH:6]1. Reactants: O=C([O-])O, ClCCl, [Na+], O=S(=O)(Cl)Cl, N#CCc1ccc2c(CCc3ccccc3)nccn12. The product is N#CCc1cc(Cl)c2c(CCc3ccccc3)nccn12. As a reaction SMILES: [C:26](=[O:27])([OH:28])[O-:29].[Cl:31][CH2:32][Cl:33].[Na+:30].[S:21]([Cl:22])(=[O:23])([Cl:24])=[O:25].[c:1]1([CH2:7][CH2:8][c:9]2[c:10]3[n:11]([cH:12][cH:13][n:14]2)[c:15]([CH2:18][C:19]#[N:20])[cH:16][cH:17]3)[cH:2][cH:3][cH:4][cH:5][cH:6]1>>[c:1]1([CH2:7][CH2:8][c:9]2[c:10]3[n:11]([cH:12][cH:13][n:14]2)[c:15]([CH2:18][C:19]#[N:20])[cH:16][c:17]3[Cl:24])[cH:2][cH:3][cH:4][cH:5][cH:6]1. The reactants are solution, Cl (hydrogen chloride), COC=1C=C2CN(CC2=CC1OC)C=1C(=C(C2=C(C(C(O2)(C)C)C2=CC=C(C=C2)C)C1C)C)C ((+)-5,6-Dimethoxy-2-[2,2,4,6,7-pentamethyl-3-(4-methylphenyl)-2,3-dihydro-1-benzofuran-5-yl]isoindoline). Run in C(C)(=O)OCC (ethyl acetate), C(C)(=O)OCC (ethyl acetate). The product is Cl.COC=1C=C2CN(CC2=CC1OC)C=1C(=C(C2=C(C(C(O2)(C)C)C2=CC=C(C=C2)C)C1C)C)C ((+)-5,6-Dimethoxy-2-[2,2,4,6,7-pentamethyl-3-(4-methylphenyl)-2,3-dihydro-1-benzofuran-5-yl]isoindoline hydrochloride). Yield: 87.0%. RXN SMILES: [CH3:1][O:2][C:3]1[CH:4]=[C:5]2[C:9](=[CH:10][C:11]=1[O:12][CH3:13])[CH2:8][N:7]([C:14]1[C:15]([CH3:34])=[C:16]([CH3:33])[C:17]3[O:21][C:20]([CH3:23])([CH3:22])[CH:19]([C:24]4[CH:29]=[CH:28][C:27]([CH3:30])=[CH:26][CH:25]=4)[C:18]=3[C:31]=1[CH3:32])[CH2:6]2.[ClH:35]>C(OCC)(=O)C>[ClH:35].[CH3:1][O:2][C:3]1[CH:4]=[C:5]2[C:9](=[CH:10][C:11]=1[O:12][CH3:13])[CH2:8][N:7]([C:14]1[C:15]([CH3:34])=[C:16]([CH3:33])[C:17]3[O:21][C:20]([CH3:23])([CH3:22])[CH:19]([C:24]4[CH:25]=[CH:26][C:27]([CH3:30])=[CH:28][CH:29]=4)[C:18]=3[C:31]=1[CH3:32])[CH2:6]2 |f:3.4|. Procedure: (+)-5,6-Dimethoxy-2-[2,2,4,6,7-pentamethyl-3-(4-methylphenyl)-2,3-dihydro-1-benzofuran-5-yl]isoindoline (296 mg, 0.65 mmol) was dissolved in ethyl acetate (5.0 ml) and then a 4 N solution of hydrogen chloride in ethyl acetate (0.38 ml) was added into this mixture. The solvent was removed under reduced pressure and the residue was crystallized from a mixed solution of ethyl acetate and diethyl ether (1:5). The crystals were collected by filtration and washed with a cold mixed solution of ethyl ac... Reaction SMILES: [C:1]([NH:4][C:5]1[S:6][C:7]([C:11]([O:13][CH2:14][CH3:15])=[O:12])=[C:8]([OH:10])[N:9]=1)(=[O:3])[CH3:2].C(=O)([O-])[O-].[K+].[K+].[F:22][C:23]([F:33])([F:32])[C:24]1[CH:31]=[CH:30][CH:29]=[CH:28][C:25]=1[CH2:26]Br.O>CN(C)C=O.C(OCC)(=O)C>[C:1]([NH:4][C:5]1[S:6][C:7]([C:11]([O:13][CH2:14][CH3:15])=[O:12])=[C:8]([O:10][CH2:26][C:25]2[CH:28]=[CH:29][CH:30]=[CH:31][C:24]=2[C:23]([F:22])([F:32])[F:33])[N:9]=1)(=[O:3])[CH3:2] |f:1.2.3|. The product is C(C)(=O)NC=1SC(=C(N1)OCC1=C(C=CC=C1)C(F)(F)F)C(=O)OCC (ethyl 2-(acetylamino)-4-({[2-(trifluoromethyl)-phenyl]methyl}oxy)-1,3-thiazole-5-carboxylate). Starting materials: FC(C1=C(CBr)C=CC=C1)(F)F (2-Trifluoromethylbenzyl bromide), O (water), C(C)(=O)NC=1SC(=C(N1)O)C(=O)OCC (Ethyl 2-(acetylamino)-4-hydroxy-1,3-thiazole-5-carboxylate), C([O-])([O-])=O.[K+].[K+] (Potassium carbonate). Run in CN(C=O)C (N,N-dimethylformamide), C(C)(=O)OCC (ethyl acetate), CN(C=O)C (N,N-dimethylformamide). Reported procedure: Ethyl 2-(acetylamino)-4-hydroxy-1,3-thiazole-5-carboxylate (6.04 g, 26.2 mmol) was dissolved in 100 mL of N,N-dimethylformamide with stirring. Potassium carbonate (3.98 g, 28.8 mmol) was added in a single portion. 2-Trifluoromethylbenzyl bromide (6.58 g, 27.5 mmol) in 20 mL of N,N-dimethylformamide was added via syringe. The reaction was stirred for 16 hours and poured into water and ethyl acetate. The layers were separated, and the organic layer was washed with brine. The combined aqueous layer... Yield: 61.2%. Solvent: O (water), C(C)(=O)OCC (ethyl acetate). As a reaction SMILES: C(OC([N:8]1[CH2:13][CH2:12][N:11]([C:14]2[CH:19]=[CH:18][C:17]([C:20]3[S:21][CH:22]=[CH:23][N:24]=3)=[CH:16][C:15]=2[CH:25]2[CH2:30][C:29]([CH3:32])([CH3:31])[CH2:28][C:27]([CH3:34])([CH3:33])[CH2:26]2)[CH2:10][CH2:9]1)=O)(C)(C)C.FC(F)(F)C(O)=O.ClCCl.[OH-].[Na+]>O.C(OCC)(=O)C>[CH3:31][C:29]1([CH3:32])[CH2:28][C:27]([CH3:33])([CH3:34])[CH2:26][CH:25]([C:15]2[CH:16]=[C:17]([C:20]3[S:21][CH:22]=[CH:23][N:24]=3)[CH:18]=[CH:19][C:14]=2[N:11]2[CH2:12][CH2:13][NH:8][CH2:9][CH2:10]2)[CH2:30]1 |f:3.4|. Product: CC1(CC(CC(C1)(C)C)C1=C(C=CC(=C1)C=1SC=CN1)N1CCNCC1)C (1-[2-(3,3,5,5-Tetramethylcyclohexyl)-4-thiazol-2-ylphenyl]piperazine). Starting materials: C(C)(C)(C)OC(=O)N1CCN(CC1)C1=C(C=C(C=C1)C=1SC=CN1)C1CC(CC(C1)(C)C)(C)C (4-[2-(3,3,5,5-tetramethylcyclohexyl)-4-thiazol-2-ylphenyl]piperazine-1-carboxylic acid t-butyl ester), FC(C(=O)O)(F)F (trifluoroacetic acid), ClCCl (dichloromethane), aqueous solution, [OH-].[Na+] (sodium hydroxide). Yield: 101.4%. Procedure details: A mixture of 4-[2-(3,3,5,5-tetramethylcyclohexyl)-4-thiazol-2-ylphenyl]piperazine-1-carboxylic acid t-butyl ester (113 mg, 0.234 mmol) produced in Example (99b), trifluoroacetic acid (0.3 mL, 3.89 mmol) and dichloromethane (2 mL) was stirred for 1 hour and 50 minutes at room temperature. The reaction mixture was cooled in an ice water bath, and then 5N aqueous solution of sodium hydroxide was added thereto to make the mixture basic. Next, ethyl acetate and water were added and extraction was per... Run at time 50 minute. Reactants: C(C)OC(C(CC(C)(C)C1=C(C(=CC(=C1)F)CC=C)O)(C(F)(F)F)O)=O (4-(3-Allyl-5-fluoro-2-hydroxyphenyl)-2-hydroxy-4-methyl-2-trifluoromethyl-valeric acid ethyl ester), O.C[N+]1(CCOCC1)[O-] (N-methylmorpholine oxide-hydrate), CC(=O)C (acetone). The reagents and catalysts are [Os](=O)(=O)(=O)=O (osmium tetroxide), [Os](=O)(=O)(=O)=O (osmium tetroxide). Solvent: O (water). Reaction conditions: time 30 minute. Yields the product C(C)OC(C(CC(C)(C)C1=C(C(=CC(=C1)F)CC(CO)O)O)(C(F)(F)F)O)=O (4-(3-(2,3-dihydroxypropyl)-5-fluoro-2-hydroxyphenyl)-2-hydroxy-4-methyl-2-trifluoromethyl-valeric acid ethyl ester). RXN SMILES: [CH2:1]([O:3][C:4](=[O:26])[C:5]([OH:25])([C:21]([F:24])([F:23])[F:22])[CH2:6][C:7]([C:10]1[CH:15]=[C:14]([F:16])[CH:13]=[C:12](CC=C)[C:11]=1[OH:20])([CH3:9])[CH3:8])[CH3:2].O.C[N+]1([O-])CC[O:32]CC1.[CH3:36][C:37]([CH3:39])=[O:38]>O.[Os](=O)(=O)(=O)=O>[CH2:1]([O:3][C:4](=[O:26])[C:5]([OH:25])([C:21]([F:24])([F:23])[F:22])[CH2:6][C:7]([C:10]1[CH:15]=[C:14]([F:16])[CH:13]=[C:12]([CH2:36][CH:37]([OH:38])[CH2:39][OH:32])[C:11]=1[OH:20])([CH3:9])[CH3:8])[CH3:2] |f:1.2|. Procedure details: 4-(3-Allyl-5-fluoro-2-hydroxyphenyl)-2-hydroxy-4-methyl-2-trifluoromethyl-valeric acid ethyl ester (4.9 g, 12.95 mmol) in acetone (214 ml) and water (32 ml) are mixed with N-methylmorpholine oxide-hydrate (1.75 g, 12.95 mmol) and 0.4 ml of osmium tetroxide solution (2.5% by weight in tert-butanol) while being cooled with ice. After 30 minutes at 2° C. and 16 hours at room temperature, the batch is mixed with another 0.3 ml of osmium tetroxide solution and stirred for 3 days at room temperature. ... The reactants are CCC(=O)OCC12CCCC(C)=C1CCC1C2CCC2(C)C(OC(=O)CC)CCC12, CCC(=O)OCC12C(=CCCC1C)CCC1C3CCC(OC(=O)CC)C3(C)CCC12. The product is CCC(=O)OC1CCC2C3CCC4=C(C)CCCC4(CO)C3CCC12C. RXN SMILES: [C:1]([CH2:2][CH3:3])(=[O:4])[O:5][CH:6]1[C:7]2([CH3:8])[CH:9]([CH2:10][CH2:11]1)[CH:12]1[CH2:13][CH2:14][C:15]3=[C:16]([CH3:30])[CH2:17][CH2:18][CH2:19][C:20]3([CH2:21][O:22][C:23](=[O:24])[CH2:25][CH3:26])[CH:27]1[CH2:28][CH2:29]2.[C:31]([O:32][CH:33]1[CH2:34][CH2:35][CH:36]2[CH:37]3[CH:38]([CH2:39][CH2:40][C:41]12[CH3:42])[C:43]1([CH2:44][O:45][C:46](=[O:47])[CH2:48][CH3:49])[C:50](=[CH:51][CH2:52][CH2:53][CH:54]1[CH3:55])[CH2:56][CH2:57]3)(=[O:58])[CH2:59][CH3:60]>>[C:1]([CH2:2][CH3:3])(=[O:4])[O:5][CH:6]1[C:7]2([CH3:8])[CH:9]([CH2:10][CH2:11]1)[CH:12]1[CH2:13][CH2:14][C:15]3=[C:16]([CH3:30])[CH2:17][CH2:18][CH2:19][C:20]3([CH2:21][OH:22])[CH:27]1[CH2:28][CH2:29]2.